From a dataset of the Open Reaction Database (ORD), a public repository of structured organic reaction records. describe an organic reaction: reactants, conditions, products, and yield The reactants are ClC=1C=C(C=CC1Cl)C1(OCCCN(C1)C(=O)OC(C)(C)C)COC1=CC=C(C=C1)OC (tert-butyl (2RS)-2-(3,4-dichlorophenyl)-2-[(4-methoxyphenoxy)methyl]-1,4-oxazepane-4-carboxylate), ceric ammonium nitrate. Solvent: C(C)#N (acetonitrile), O (water), O (water). Reaction conditions: temperature 0 celsius, time 1 hour. Yields the product ClC=1C=C(C=CC1Cl)C1(OCCCN(C1)C(=O)OC(C)(C)C)CO (tert-butyl (2RS)-2-(3,4-dichlorophenyl)-2-(hydroxymethyl)-1,4-oxazepane-4-carboxylate). The yield is 76.6%. Reaction SMILES: [Cl:1][C:2]1[CH:3]=[C:4]([C:9]2([CH2:23][O:24]C3C=CC(OC)=CC=3)[CH2:15][N:14]([C:16]([O:18][C:19]([CH3:22])([CH3:21])[CH3:20])=[O:17])[CH2:13][CH2:12][CH2:11][O:10]2)[CH:5]=[CH:6][C:7]=1[Cl:8]>C(#N)C.O>[Cl:1][C:2]1[CH:3]=[C:4]([C:9]2([CH2:23][OH:24])[CH2:15][N:14]([C:16]([O:18][C:19]([CH3:20])([CH3:21])[CH3:22])=[O:17])[CH2:13][CH2:12][CH2:11][O:10]2)[CH:5]=[CH:6][C:7]=1[Cl:8]. Procedure details: To a solution of tert-butyl (2RS)-2-(3,4-dichlorophenyl)-2-[(4-methoxyphenoxy)methyl]-1,4-oxazepane-4-carboxylate (3.18 g) in acetonitrile (80 ml) and water (20 mL) was added ceric ammonium nitrate (10.8 g) at 0° C., and the mixture was stirred at 0° C. for 1 hr. The reaction mixture was diluted with water, and the mixture was extracted with ethyl acetate. The obtained extract was washed with brine, and dried over anhydrous magnesium sulfate. The solvent was evaporated under reduced pressure. Th... Reactants: ClC1=NC=C(C(=N1)Cl)[N+](=O)[O-] (2,4-dichloro-5-nitropyrimidine), C(C)OC1=CC=C(N)C=C1 (4-ethoxyaniline). The product is C(C)OC1=CC=C(C=C1)NC1=NC=C(C(=N1)NC1=CC=C(C=C1)OCC)[N+](=O)[O-] (N2,N4-bis-(4-ethoxyphenyl)-5-nitro-2,4-pyrimidinediamine). RXN SMILES: Cl[C:2]1[N:7]=[C:6](Cl)[C:5]([N+:9]([O-:11])=[O:10])=[CH:4][N:3]=1.[CH2:12]([O:14][C:15]1[CH:21]=[CH:20][C:18]([NH2:19])=[CH:17][CH:16]=1)[CH3:13]>>[CH2:12]([O:14][C:15]1[CH:21]=[CH:20][C:18]([NH:19][C:2]2[N:7]=[C:6]([NH:19][C:18]3[CH:20]=[CH:21][C:15]([O:14][CH2:12][CH3:13])=[CH:16][CH:17]=3)[C:5]([N+:9]([O-:11])=[O:10])=[CH:4][N:3]=2)=[CH:17][CH:16]=1)[CH3:13]. Reported procedure: In like manner to the preparation of N2,N4-bis(3-hydroxyphenyl)-5-fluoro-2,4-pyrimidinediamine, the reaction of 2,4-dichloro-5-nitropyrimidine with 4-ethoxyaniline gave N2,N4-bis-(4-ethoxyphenyl)-5-nitro-2,4-pyrimidinediamine. LCMS: ret. time: 35.91 min.; purity: 100%; MS (m/e): 396 (MH+); 1H NMR (CDCl3): δ 10.25 (1H, s), 9.11 (1H, s), 7.44 (2H, d, J=8.6 Hz), 7.37 (2H, d, J=9 Hz), 6.88 (2H, d, J=8.6 Hz), 6.80 (2H, d, J=8.6 Hz), 4.06 (2H, q, J=7.2 Hz), 4.02 (2H, q, J=7.2 Hz), 1.45 (3H, t, J=7.2 H... Reactants: COC=1C=CC(=CC1)C=O.OS(=O)(=O)O.CCO.CC(=O)O (anisaldehyde H2SO4 EtOH CH3COOH), CC(C)O.CCO.[NH4+].[OH-].O (i-PrOH EtOH NH4OH water), [C@@H]1([C@H](O)[C@@H](O)[C@@H](O)[C@H](O1)CO)OC1=CC=C2C(=CC(OC2=C1)=O)CC(=O)O (7-β-D-galactopyranosyloxycoumarin-4-acetic acid), amide, amide, C(O)CN (Ethanolamine), N1=CC=CC=C1 (Pyridine), pentafluorophenyl trifluoromethyl acetate, carboxylic acid. Run in CN(C=O)C (DMF). Product: OCCNC(CC1=CC(OC2=CC(=CC=C12)O[C@H]1[C@H](O)[C@@H](O)[C@@H](O)[C@H](O1)CO)=O)=O (7-β-D-galactopyranosyloxycoumarin-4-acetic acid-(2-hydroxyethyl)amide). Yield: 54.0%. Reaction SMILES: [C@@H:1]1([O:12][C:13]2[CH:22]=[C:21]3[C:16]([C:17]([CH2:24][C:25]([OH:27])=O)=[CH:18][C:19](=[O:23])[O:20]3)=[CH:15][CH:14]=2)[O:9][C@H:8]([CH2:10][OH:11])[C@H:6]([OH:7])[C@H:4]([OH:5])[C@H:2]1[OH:3].[N:28]1C=CC=[CH:30][CH:29]=1.CC([OH:37])C.CCO.[NH4+].[OH-].O.COC1C=CC(C=O)=CC=1.OS(O)(=O)=O.CCO.CC(O)=O.C(CN)O>CN(C)C=O>[OH:37][CH2:30][CH2:29][NH:28][C:25](=[O:27])[CH2:24][C:17]1[C:16]2[C:21](=[CH:22][C:13]([O:12][C@@H:1]3[O:9][C@H:8]([CH2:10][OH:11])[C@H:6]([OH:7])[C@H:4]([OH:5])[C@H:2]3[OH:3])=[CH:14][CH:15]=2)[O:20][C:19](=[O:23])[CH:18]=1 |f:2.3.4.5.6,7.8.9.10|. Reported procedure: 10 mg (0.026 mmoles) 7-β-D-galactopyranosyloxycoumarin-4-acetic acid 4 (prepared as described in Scheme 1) was dissolved in 2 ml of DMF (dimethyl formamide) and stirred under nitrogen (N2). Pyridine (0.075 ml, 0.92 mmoles) was added to the above solution followed by pentafluorophenyl trifluoromethyl acetate (0.1 ml, 0.58 mmoles) and stirred for 3 hrs. The formation of the intermediate was confirmed by thin layer chromatography (TLC) (i-PrOH/EtOH/NH4OH/water in ratio 60/35/5/20). The TLC plate wa...